This data is from the Open Reaction Database (ORD), a public repository of structured organic reaction records. The task is: describe an organic reaction: reactants, conditions, products, and yield Starting materials: [H-].[Na+] (sodium hydride), CN1C(C(NCC1)=O)=O (1-methyl-2,3-piperazinedione), FC1=CC=C(C=O)C=C1 (4-fluorobenzaldehyde). Run in CN(C=O)C (N,N-dimethylformamide). Reaction conditions: temperature 50 celsius, time 10 minute. The product is CN1C(C(N(CC1)C1=CC=C(C=O)C=C1)=O)=O (4-(4-methyl-2,3-dioxo-1-piperazinyl)benzaldehyde). Reaction SMILES: [H-].[Na+].[CH3:3][N:4]1[CH2:9][CH2:8][NH:7][C:6](=[O:10])[C:5]1=[O:11].F[C:13]1[CH:20]=[CH:19][C:16]([CH:17]=[O:18])=[CH:15][CH:14]=1>CN(C)C=O>[CH3:3][N:4]1[CH2:9][CH2:8][N:7]([C:13]2[CH:20]=[CH:19][C:16]([CH:17]=[O:18])=[CH:15][CH:14]=2)[C:6](=[O:10])[C:5]1=[O:11] |f:0.1|. Reported procedure: 0.34 g of 60% sodium hydride was added to a solution of 1.00 g of 1-methyl-2,3-piperazinedione in 10 mL of N,N-dimethylformamide, and this mixture was stirred for 10 minutes at 50° C. Then, 0.88 mL of 4-fluorobenzaldehyde was added thereto and the mixture was stirred for 30 minutes at 120° C. The mixture was cooled to room temperature, and the solvent was distilled out thereof under reduced pressure. The resultant residue was purified by silica gel column chromatography [eluent; chloroform:ethan...